This data is from the Open Reaction Database (ORD), a public repository of structured organic reaction records. The task is: describe an organic reaction: reactants, conditions, products, and yield Starting materials: FC(CNC1CCC2=C(CC1)C=C(C=C2)N)(F)F (N*7*-(2,2,2-Trifluoro-ethyl)-6,7,8,9-tetrahydro-5H-benzocycloheptene-2,7-diamine), ClC1=NC=C(C(=N1)NC1=C(C=CC=C1)C1=NC=CC=C1C)Cl ((2,5-Dichloro-pyrimidin-4-yl)-[2-(3-methyl-pyridin-2-yl)-phenyl]-amine). The product is ClC=1C(=NC(=NC1)NC=1C=CC2=C(CCC(CC2)NCC(F)(F)F)C1)NC1=C(C=CC=C1)C1=NC=CC=C1C (5-Chloro-N*4*-[2-(3-methyl-pyridin-2-yl)-phenyl]-N*2*-[7-(2,2,2-trifluoro-ethylamino)-6,7,8,9-tetrahydro-5H-benzocyclohepten-2-yl]-pyrimidine-2,4-diamine). Yield: 58.0%. RXN SMILES: [F:1][C:2]([F:18])([F:17])[CH2:3][NH:4][CH:5]1[CH2:11][CH2:10][C:9]2[CH:12]=[C:13]([NH2:16])[CH:14]=[CH:15][C:8]=2[CH2:7][CH2:6]1.Cl[C:20]1[N:25]=[C:24]([NH:26][C:27]2[CH:32]=[CH:31][CH:30]=[CH:29][C:28]=2[C:33]2[C:38]([CH3:39])=[CH:37][CH:36]=[CH:35][N:34]=2)[C:23]([Cl:40])=[CH:22][N:21]=1>>[Cl:40][C:23]1[C:24]([NH:26][C:27]2[CH:32]=[CH:31][CH:30]=[CH:29][C:28]=2[C:33]2[C:38]([CH3:39])=[CH:37][CH:36]=[CH:35][N:34]=2)=[N:25][C:20]([NH:16][C:13]2[CH:14]=[CH:15][C:8]3[CH2:7][CH2:6][CH:5]([NH:4][CH2:3][C:2]([F:17])([F:18])[F:1])[CH2:11][CH2:10][C:9]=3[CH:12]=2)=[N:21][CH:22]=1. Reported procedure: In an analogous procedure to Example 651, part c, N*7*-(2,2,2-Trifluoro-ethyl)-6,7,8,9-tetrahydro-5H-benzocycloheptene-2,7-diamine) was combined with (2,5-Dichloro-pyrimidin-4-yl)-[2-(3-methyl-pyridin-2-yl)-phenyl]-amine to yield 5-Chloro-N*4*-[2-(3-methyl-pyridin-2-yl)-phenyl]-N*2*-[7-(2,2,2-trifluoro-ethylamino)-6,7,8,9-tetrahydro-5H-benzocyclohepten-2-yl]-pyrimidine-2,4-diamine (93.00 mg, 58% yield) as an off white powder. 1H-NMR (CDCl3) δ 9.45 (s, 1H), 8.58 (d, J=4.8 Hz, 1H), 8.39 (d, J=8.2 ... Reactants: C1(=CC=CC=C1)C(=[N+]=[N-])C1=CC=CC=C1 (diphenyldiazomethane), CCOCC (ether), C(=O)N[C@H]1[C@@H]2N(C(=C(CS2)C)C(=O)O)C1=O (7β-formamido-3-methylceph-3-em-4-carboxylic acid). Run in O1CCCC1 (tetrahydrofuran). Run at time 8 hour. Yields the product C(=O)N[C@H]1[C@@H]2N(C(=C(CS2)C)C(=O)OC(C2=CC=CC=C2)C2=CC=CC=C2)C1=O (Diphenylmethyl 7β-Formamido-3-methylceph-3-em-4-carboxylate). Yield: 49.5%. As a reaction SMILES: [C:1]1([C:7]([C:10]2[CH:15]=[CH:14][CH:13]=[CH:12][CH:11]=2)=[N+]=[N-])[CH:6]=[CH:5][CH:4]=[CH:3][CH:2]=1.CCOCC.[CH:21]([NH:23][C@@H:24]1[C:35](=[O:36])[N:26]2[C:27]([C:32]([OH:34])=[O:33])=[C:28]([CH3:31])[CH2:29][S:30][C@H:25]12)=[O:22]>O1CCCC1>[CH:21]([NH:23][C@@H:24]1[C:35](=[O:36])[N:26]2[C:27]([C:32]([O:34][CH:7]([C:10]3[CH:15]=[CH:14][CH:13]=[CH:12][CH:11]=3)[C:1]3[CH:6]=[CH:5][CH:4]=[CH:3][CH:2]=3)=[O:33])=[C:28]([CH3:31])[CH2:29][S:30][C@H:25]12)=[O:22]. Procedure details: A solution of diphenyldiazomethane in ether (prepared from benzophenone hydrazone [21 g, 41.8 mmole]) was added to a solution of 7β-formamido-3-methylceph-3-em-4-carboxylic acid (9.7 g, 40.2 mmole) in tetrahydrofuran (150 ml) and the mixture was stirred overnight in the absence of light. The solvents were removed in vacuo and the residual oil was dissolved in methylene chloride (200 ml). The solution was washed with 3 %-sodium hydrogen carbonate solution (2 × 100 ml), dried, and evaporated to a ... Starting materials: OCC(=O)C1=CC=CC=C1 (Hydroxyacetophenone), C(=O)([O-])[O-].[K+].[K+] (K2CO3), N1CCCC1 (pyrrolidine), BrCC=1C(=CC=CC1)CBr (α,α′-dibromoxylol). Run in CC(=O)C (acetone), CN(C)C=O (DMF). Run at time 12 hour. The product is C(C)(=O)C1=CC=C(OCC2=CC=C(C=C2)CN2CCCC2)C=C1 (α-(4-Acetylphenoxy)-α′-(1-pyrrolidinyl) p-xylol). RXN SMILES: O[CH2:2][C:3]([C:5]1[CH:10]=[CH:9][CH:8]=[CH:7][CH:6]=1)=[O:4].[C:11]([O-:14])([O-])=O.[K+].[K+].BrC[C:19]1[C:20]([CH2:25]Br)=[CH:21][CH:22]=[CH:23][CH:24]=1.[NH:27]1[CH2:31][CH2:30][CH2:29][CH2:28]1>CC(C)=O.CN(C=O)C>[C:3]([C:5]1[CH:6]=[CH:7][C:8]([O:14][CH2:11][C:23]2[CH:24]=[CH:19][C:20]([CH2:25][N:27]3[CH2:31][CH2:30][CH2:29][CH2:28]3)=[CH:21][CH:22]=2)=[CH:9][CH:10]=1)(=[O:4])[CH3:2] |f:1.2.3|. Procedure: Hydroxyacetophenone (2 mmol) and 5 mmol of K2CO3 were stirred in 20 ml of acetone with 2 ml of DMF for 10 minutes. After addition of 3.5 mmol of α,α′-dibromoxylol the reaction was stirred at ambient temperature for 12 hours and after addition of 7 mmol of pyrrolidine for 1 hour under reflux. The solvent was evaporated under reduced pressure. The residue was suspended in water, extracted with methylene chloride. The combined organic extracts were crystallized with oxalic acid. Recrystallization r...